describe an organic reaction: reactants, conditions, products, and yield From a dataset of the Open Reaction Database (ORD), a public repository of structured organic reaction records. Starting materials: BrC1=CC=C(C=C1)F (4-bromofluorobenzene), [Mg] (magnesium), Cl (hydrochloric acid), C(#N)C(C(=O)OCC)=CC1=CC=C(C=C1)C (ethyl α-cyano-4-methylcinnamate), FC1=CC=C(C=C1)[Mg]Br (4-fluorophenyl magnesium bromide). Solvent: CCOCC (ether), CCOCC (ether), C1(=CC=CC=C1)C (toluene). Product: C(#N)C(C(=O)OCC)C(C1=CC=C(C=C1)C)C1=CC=C(C=C1)F (ethyl α-cyano-3-(p-fluorophenyl)-3-(p-tolyl)-propionate). Reaction SMILES: [C:1]([C:3](=[CH:9][C:10]1[CH:15]=[CH:14][C:13]([CH3:16])=[CH:12][CH:11]=1)[C:4]([O:6][CH2:7][CH3:8])=[O:5])#[N:2].[F:17][C:18]1[CH:23]=[CH:22][C:21]([Mg]Br)=[CH:20][CH:19]=1.BrC1C=CC(F)=CC=1.[Mg].Cl>C1(C)C=CC=CC=1.CCOCC>[C:1]([CH:3]([CH:9]([C:21]1[CH:22]=[CH:23][C:18]([F:17])=[CH:19][CH:20]=1)[C:10]1[CH:11]=[CH:12][C:13]([CH3:16])=[CH:14][CH:15]=1)[C:4]([O:6][CH2:7][CH3:8])=[O:5])#[N:2]. Procedure: A solution of 860 grams of ethyl α-cyano-4-methylcinnamate in 1500 milliliters of hot toluene was added to a solution of 4-fluorophenyl magnesium bromide prepared from 860 grams of 4-bromofluorobenzene and 130 grams of magnesium turnings in 2500 milliliters of ether, under simultaneous distillation of the ether, until a final temperature of 80 degrees Centigrade was reached in the reaction mixture. The reaction mixture was then refluxed for 1 hour, whereupon it was hydrolysed with ice and 450 mi... Starting materials: Cl (HCl), BrC1=CC=C(/C=C/C(=O)OCC)C=C1 (ethyl trans-4-bromocinnamate), [H-].C(C(C)C)[Al+]CC(C)C (diisobutylaluminum hydride). The solvent is ClCCl (dichloromethane), ClCCl (dichloromethane). Run at temperature -78 celsius. Product: BrC1=CC=C(C=C1)/C=C/CO (trans-3-(4-Bromophenyl)prop-2-en-1-ol). Reaction SMILES: [Br:1][C:2]1[CH:14]=[CH:13][C:5](/[CH:6]=[CH:7]/[C:8](OCC)=[O:9])=[CH:4][CH:3]=1.[H-].C([Al+]CC(C)C)C(C)C.Cl>ClCCl>[Br:1][C:2]1[CH:3]=[CH:4][C:5](/[CH:6]=[CH:7]/[CH2:8][OH:9])=[CH:13][CH:14]=1 |f:1.2|. Procedure: To a solution of ethyl trans-4-bromocinnamate (8 mL, 42.6 mmol) in anhydrous dichloromethane (150 mL) under N2 was added diisobutylaluminum hydride in dichloromethane (128 mL, 1 M, 128 mmol) at −78° C. dropwise. After the addition, the mixture was allowed to warm from −78° C. to −30° C. over two hours. The mixture was then cooled back to −78° C. and aqueous 1 N HCl was added till acidic (pH=2). The organic layer was separated and the aqueous layer was extracted with dichloromethane. The combined...